This data is from the Open Reaction Database (ORD), a public repository of structured organic reaction records. The task is: describe an organic reaction: reactants, conditions, products, and yield RXN SMILES: [Br:1][C:2]1[CH:3]=[CH:4][C:5]([O:10][CH2:11][O:12][CH3:13])=[C:6]([CH:9]=1)[CH:7]=[O:8].[BH4-].[Na+]>CO>[Br:1][C:2]1[CH:3]=[CH:4][C:5]([O:10][CH2:11][O:12][CH3:13])=[C:6]([CH:9]=1)[CH2:7][OH:8] |f:1.2|. Procedure details: To a solution of 5-bromo-2-methoxymethoxybenzaldehyde (5.00 g) in methanol (50 ml) was added, at 0° C., sodium borohydride (0.46 g). The mixture was stirred for 30 minutes at the same temperature, which was then concentrated. To the concentrate was added ethyl acetate, and the mixture was washed with an aqueous solution of potassium hydrogensulfate and a saturated aqueous saline solution, successively. The organic layer was dried (anhydrous magnesium sulfate), which was then concentrated to leav... Solvent: CO (methanol). Reactants: BrC=1C=CC(=C(C=O)C1)OCOC (5-bromo-2-methoxymethoxybenzaldehyde), [BH4-].[Na+] (sodium borohydride). Reaction conditions: time 30 minute. The product is BrC=1C=CC(=C(CO)C1)OCOC (5-bromo-2-methoxymethoxybenzyl alcohol). Isolated yield 100.0%.